describe an organic reaction: reactants, conditions, products, and yield From a dataset of the Open Reaction Database (ORD), a public repository of structured organic reaction records. Reactants: CC(C)(C)OC(=O)N1C(=O)NC2CCCC21, [H-], CI, [Na+], CN(C)C=O. Yields the product CN1C(=O)N(C(=O)OC(C)(C)C)C2CCCC21. As a reaction SMILES: [C:1]([CH3:2])([CH3:3])([CH3:4])[O:5][C:6](=[O:7])[N:8]1[C:9](=[O:16])[NH:10][CH:11]2[CH:12]1[CH2:13][CH2:14][CH2:15]2.[H-:17].[I:19][CH3:20].[Na+:18].[O:21]=[CH:22][N:23]([CH3:24])[CH3:25]>>[C:1]([CH3:2])([CH3:3])([CH3:4])[O:5][C:6](=[O:7])[N:8]1[C:9](=[O:16])[N:10]([CH3:20])[CH:11]2[CH:12]1[CH2:13][CH2:14][CH2:15]2.